This data is from the Open Reaction Database (ORD), a public repository of structured organic reaction records. The task is: describe an organic reaction: reactants, conditions, products, and yield Starting materials: C(C)(=O)OC(C)=O (Acetic anhydride), CC(=O)NCCC1=CNC2=C1C=C(C=C2)OC (melatonin). Run in C1=CC=CC=C1 (benzene), C1=CC=CC=C1 (benzene). The product is COC=1C=C2C(=CNC2=CC1)CCN(C(C)=O)C(=O)C (N-[2-(5-methoxyindol-3-yl)ethyl]diacetamide). Yield: 50.0%. RXN SMILES: [C:1](OC(=O)C)(=[O:3])[CH3:2].[CH3:8][C:9]([NH:11][CH2:12][CH2:13][C:14]1[C:18]2[CH:19]=[C:20]([O:23][CH3:24])[CH:21]=[CH:22][C:17]=2[NH:16][CH:15]=1)=[O:10]>C1C=CC=CC=1>[CH3:24][O:23][C:20]1[CH:19]=[C:18]2[C:17](=[CH:22][CH:21]=1)[NH:16][CH:15]=[C:14]2[CH2:13][CH2:12][N:11]([C:1]([CH3:2])=[O:3])[C:9](=[O:10])[CH3:8]. Procedure: Acetic anhydride (7 ml) is added with stirring to melatonin (500 mg) dissolved in benzene (50 ml). The mixture is heated for 72 h in refluxing benzene. The solvent is evaporated off and the crude product is taken up in water and then neutralized with sodium carbonate solution (pH>8). After extraction (dichloromethane), washing (water) and drying (magnesium sulphate), the crude product is flash-chromatographed (EtOAc eluent). N-[2-(5-Methoxyindol-3-yl)ethyl]diacetamide (4) (300 mg, 50% yield) is ... Product: O=CCC1Cc2cc(F)c(F)cc2C1=O. The reactants are CCOCC, CC=CCC1Cc2cc(F)c(F)cc2C1=O, CCCCCC, CO, ClCCl, O=[O+][O-]. As a reaction SMILES: [CH2:26]([O:28][CH2:27][CH3:29])[CH3:30].[CH2:4]([CH:5]=[CH:6][CH3:7])[CH:8]1[C:9](=[O:19])[c:10]2[cH:11][c:12]([F:18])[c:13]([F:17])[cH:14][c:15]2[CH2:16]1.[CH3:20][CH2:21][CH2:22][CH2:23][CH2:24][CH3:25].[CH3:34][OH:35].[Cl:31][CH2:32][Cl:33].[O-:1][O+:2]=[O:3]>>[CH2:4]([CH:5]=[O:28])[CH:8]1[C:9](=[O:19])[c:10]2[cH:11][c:12]([F:18])[c:13]([F:17])[cH:14][c:15]2[CH2:16]1. The reactants are C1(=CC=C(C=C1)S(=O)(=O)N1CC2=CC=CC(=C2C1)F)C (2-(p-toluenesulfonyl)-4-fluoroisoindoline), C1(=CC=CC=C1)O (phenol), C(CC)(=O)O (propionic acid). The solvent is Br (hydrobromic acid). Yields the product FC1=C2CNCC2=CC=C1 (4-fluoroisoindoline). Yield: 55.8%. RXN SMILES: C1(C)C=CC(S([N:10]2[CH2:18][C:17]3[C:12](=[CH:13][CH:14]=[CH:15][C:16]=3[F:19])[CH2:11]2)(=O)=O)=CC=1.C1(O)C=CC=CC=1.C(O)(=O)CC>Br>[F:19][C:16]1[CH:15]=[CH:14][CH:13]=[C:12]2[C:17]=1[CH2:18][NH:10][CH2:11]2. Reported procedure: The procedure described in Reference Example 6-(3) was followed using 2.30 g of 2-(p-toluenesulfonyl)-4-fluoroisoindoline, 2.30 g of phenol, 20 ml of 48% hydrobromic acid, and 3.5 ml of propionic acid. Purification of the crude product by vacuum distillation (bath temperature: 110°-150° C., pressure: 7 mmHg) gave 604 mg of 4-fluoroisoindoline. Reactants: N1=C(C(=NC=C1)C(=O)N)C(=O)N (pyrazine-2,3-dicarboxamide), C(C)(=O)[O-].C(C)(=O)[O-].C(C)(=O)[O-].C(C)(=O)[O-].[Pb+4] (lead tetra-acetate), CN(C=O)C (dimethylformamide). Reaction conditions: time 15 minute. Product: N1C(NC(C2=C1N=CC=N2)=O)=O (Pyrazino [2,3-d]Pyrimidine- 2,4(1H,3H)-Dione). Reaction SMILES: [N:1]1[CH:6]=[CH:5][N:4]=[C:3](C(N)=O)[C:2]=1[C:10]([NH2:12])=[O:11].C([O-])(=O)C.C([O-])(=O)C.C([O-])(=O)C.C([O-])(=O)C.[Pb+4].C[N:31](C)[CH:32]=[O:33]>>[NH:31]1[C:3]2[N:4]=[CH:5][CH:6]=[N:1][C:2]=2[C:10](=[O:11])[NH:12][C:32]1=[O:33] |f:1.2.3.4.5|. Reported procedure: A 50 ml. flask was charged with 0.90 g. pyrazine-2,3-dicarboxamide dissolved in 16 ml. dimethylformamide. A 2.4 g. portion of lead tetra-acetate was added to the solution and the reaction mixture was stirred at 40° for 15 minutes. The reaction mixture was cooled, 30 g. of ice was added and after 1 hour the mixture was filtered. Crystallization of the residue from water gave, after drying in vacuo, a yield of 0.64 g. of pyrazino[2,3-d]pyrimidine-2,4(1H,3H)-dione, melting point 364°-365°, which re... Starting materials: N (ammonia), CN1N=CC=2C(NC3=C(NC12)C=C(C=C3)C)=O (3,6-dimethyl-4,9-dihydro-3H-2,3,4,9-tetraaza-benzo[f]azulen-10-one), [H-].[Al+3].[Li+].[H-].[H-].[H-] (lithium aluminium hydride), [H-].[Al+3].[Li+].[H-].[H-].[H-] (lithium aluminium hydride). Run in C1CCOC1 (THF). Reaction conditions: time 30 minute. Product: CN1N=CC=2CNC3=C(NC12)C=C(C=C3)C (3,6-Dimethyl-3,4,9,10-tetrahydro-2,3,4,9-tetraaza-benzo[f]azulene). Isolated yield 72.0%. RXN SMILES: [CH3:1][N:2]1[C:11]2[NH:10][C:9]3[CH:12]=[C:13]([CH3:16])[CH:14]=[CH:15][C:8]=3[NH:7][C:6](=O)[C:5]=2[CH:4]=[N:3]1.[H-].[Al+3].[Li+].[H-].[H-].[H-].N>C1COCC1>[CH3:1][N:2]1[C:11]2[NH:10][C:9]3[CH:12]=[C:13]([CH3:16])[CH:14]=[CH:15][C:8]=3[NH:7][CH2:6][C:5]=2[CH:4]=[N:3]1 |f:1.2.3.4.5.6|. Procedure details: To a suspension of 3,6-dimethyl-4,9-dihydro-3H-2,3,4,9-tetraaza-benzo[f]azulen-10-one from Example E2.3 (2.35 g, 10.3 mmol) in anhydrous THF (100 ml) at 0° C. was added lithium aluminium hydride (1.56 g, 41.2 mmol), and the resulting suspension was heated at reflux for 18 h then allowed to cool to room temperature. A further portion of lithium aluminium hydride (781 mg, 20.6 mmol) was added, and the mixture was heated at reflux for 3 h. The mixture was cooled to 0° C., 35% ammonia solution (10 m... Starting materials: CC1(SC(C(N1)P(O)=O)(C)C)C ((2,2,5,5-tetramethyl-4-thiazolidinyl)phosphinic acid). Solvent: O (water). Reaction conditions: temperature 0 celsius. Yields the product NC(C(C)(C)S)P(O)=O ((1-amino-2-mercapto-2-methylpropyl)phosphinic acid). RXN SMILES: CC1(C)[NH:6][CH:5]([PH:7](=[O:9])[OH:8])[C:4]([CH3:11])([CH3:10])[S:3]1>O>[NH2:6][CH:5]([PH:7](=[O:8])[OH:9])[C:4]([SH:3])([CH3:11])[CH3:10]. Procedure: 0.5 g of DL-(2,2,5,5-tetramethyl-4-thiazolidinyl)phosphinic acid (prepared as described in Example 2) was dissolved in boiling water and the solution was concentrated by boiling. The solution was cooled to 0° C. and the white crystalline solid was collected. There was obtained 0.15 g of DL-(1-amino-2-mercapto-2-methylpropyl)phosphinic acid of melting point 205°-207° C. (decomposition). The reactants are BrC1=CC=CC=2CN(CCOC21)C(=O)OC(C)(C)C (tert-butyl 9-bromo-2,3-dihydro-1,4-benzoxazepine-4(5H)-carboxylate), O (water), FC(C=1C=C(C=CC1)B(O)O)(F)F (3-trifluoromethylphenylboronic acid). Reagents/catalysts: C=1C=CC(=CC1)[P](C=2C=CC=CC2)(C=3C=CC=CC3)[Pd]([P](C=4C=CC=CC4)(C=5C=CC=CC5)C=6C=CC=CC6)([P](C=7C=CC=CC7)(C=8C=CC=CC8)C=9C=CC=CC9)[P](C=1C=CC=CC1)(C=1C=CC=CC1)C=1C=CC=CC1 (tetrakis(triphenylphosphine)palladium(0)). Solvent: C(C)O (ethanol), C([O-])([O-])=O.[Na+].[Na+] (sodium carbonate), C1(=CC=CC=C1)C (toluene). The product is FC(C=1C=C(C=CC1)C1=CC=CC=2CN(CCOC21)C(=O)OC(C)(C)C)(F)F (tert-butyl 9-[3-(trifluoromethyl)phenyl]-2,3-dihydro-1,4-benzoxazepine-4(5H)-carboxylate). Isolated yield 88.2%. RXN SMILES: Br[C:2]1[C:12]2[O:11][CH2:10][CH2:9][N:8]([C:13]([O:15][C:16]([CH3:19])([CH3:18])[CH3:17])=[O:14])[CH2:7][C:6]=2[CH:5]=[CH:4][CH:3]=1.[F:20][C:21]([F:32])([F:31])[C:22]1[CH:23]=[C:24](B(O)O)[CH:25]=[CH:26][CH:27]=1.O>C(O)C.C(=O)([O-])[O-].[Na+].[Na+].C1(C)C=CC=CC=1.C1C=CC([P]([Pd]([P](C2C=CC=CC=2)(C2C=CC=CC=2)C2C=CC=CC=2)([P](C2C=CC=CC=2)(C2C=CC=CC=2)C2C=CC=CC=2)[P](C2C=CC=CC=2)(C2C=CC=CC=2)C2C=CC=CC=2)(C2C=CC=CC=2)C2C=CC=CC=2)=CC=1>[F:20][C:21]([F:32])([F:31])[C:22]1[CH:27]=[C:26]([C:2]2[C:12]3[O:11][CH2:10][CH2:9][N:8]([C:13]([O:15][C:16]([CH3:19])([CH3:18])[CH3:17])=[O:14])[CH2:7][C:6]=3[CH:5]=[CH:4][CH:3]=2)[CH:25]=[CH:24][CH:23]=1 |f:4.5.6,^1:53,55,74,93|. Reported procedure: A mixture of tert-butyl 9-bromo-2,3-dihydro-1,4-benzoxazepine-4(5H)-carboxylate (200 mg, 0.605 mmol), a solution of 3-trifluoromethylphenylboronic acid (173 mg, 0.912 mmol) in ethanol (0.7 ml), 2N aqueous sodium carbonate solution (2.5 ml), and tetrakis(triphenylphosphine)palladium(0) (84.0 mg, 0.0730 mmol) in toluene (5 ml) was stirred under a nitrogen atmosphere at 95° C. for 12 hr. The reaction mixture was poured into water, and the mixture was extracted with ethyl acetate. The extract was wa...